Dataset: the Open Reaction Database (ORD), a public repository of structured organic reaction records. Task: describe an organic reaction: reactants, conditions, products, and yield Reactants: COC1=CC=C(OCC(=O)O)C=C1 ((4-methoxyphenoxy)-acetic acid), C1(CC1)N (cyclopropylamine). Yields the product C1(CC1)NCCOC1=CC=C(C=C1)OC (Cyclopropyl-[2-(4methoxyphenoxy)ethyl]amine). As a reaction SMILES: [CH3:1][O:2][C:3]1[CH:13]=[CH:12][C:6]([O:7][CH2:8][C:9](O)=O)=[CH:5][CH:4]=1.[CH:14]1([NH2:17])[CH2:16][CH2:15]1>>[CH:14]1([NH:17][CH2:9][CH2:8][O:7][C:6]2[CH:5]=[CH:4][C:3]([O:2][CH3:1])=[CH:13][CH:12]=2)[CH2:16][CH2:15]1. Procedure: Synthesized according to typical procedures C and D from (4-methoxyphenoxy)-acetic acid and cyclopropylamine. The reactants are O=C([O-])[O-], CCOC(=O)C12CCC(NCC(=O)N3CC(F)CC3C(N)=O)(CC1)CC2, CN(C)C=O, O=C(OC(=O)C(F)(F)F)C(F)(F)F, [K+], [K+], O, O=S(=O)(O)c1ccccc1. The product is CCOC(=O)C12CCC(NCC(=O)N3CC(F)CC3C#N)(CC1)CC2. Reaction SMILES: [C:51](=[O:52])([O-:53])[O-:54].[CH2:11]([CH3:12])[O:13][C:14](=[O:15])[C:16]12[CH2:17][CH2:18][C:19]([NH:24][CH2:25][C:26](=[O:27])[N:28]3[CH:29]([C:34](=[O:35])[NH2:36])[CH2:30][CH:31]([F:33])[CH2:32]3)([CH2:20][CH2:21]1)[CH2:22][CH2:23]2.[CH3:57][N:58]([CH3:59])[CH:60]=[O:61].[F:37][C:38]([F:39])([F:40])[C:41]([O:42][C:43](=[O:44])[C:45]([F:46])([F:47])[F:48])=[O:49].[K+:55].[K+:56].[OH2:50].[c:1]1([S:2]([OH:3])(=[O:4])=[O:5])[cH:6][cH:7][cH:8][cH:9][cH:10]1>>[CH2:11]([CH3:12])[O:13][C:14](=[O:15])[C:16]12[CH2:17][CH2:18][C:19]([NH:24][CH2:25][C:26](=[O:27])[N:28]3[CH:29]([C:34]#[N:36])[CH2:30][CH:31]([F:33])[CH2:32]3)([CH2:20][CH2:21]1)[CH2:22][CH2:23]2. The reactants are Nc1nc2cc(Br)c(F)cc2s1, CCN=C=O, C1COCCO1, O. Yields the product CCNC(=O)Nc1nc2cc(Br)c(F)cc2s1. RXN SMILES: [Br:1][c:2]1[c:3]([F:12])[cH:4][c:5]2[c:6]([n:7][c:8]([NH2:10])[s:9]2)[cH:11]1.[CH2:13]([CH3:14])[N:15]=[C:16]=[O:17].[CH2:19]1[O:20][CH2:21][CH2:22][O:23][CH2:24]1.[OH2:18]>>[Br:1][c:2]1[c:3]([F:12])[cH:4][c:5]2[c:6]([n:7][c:8]([NH:10][C:16]([NH:15][CH2:13][CH3:14])=[O:17])[s:9]2)[cH:11]1. The reactants are [Al+3], COc1ccc(-c2cc3ccc(OC)cc3s2)cc1, COc1cc(CCC(=O)Cl)cc(OC)c1OC, CCOC(C)=O, [Cl-], [Cl-], [Cl-], ClCCl, O. The product is COc1ccc(-c2sc3cc(OC)ccc3c2C(=O)CCc2cc(OC)c(OC)c(OC)c2)cc1. Reaction SMILES: [Al+3:38].[CH3:1][O:2][c:3]1[cH:4][cH:5][c:6](-[c:9]2[cH:10][c:11]3[c:12]([s:13]2)[cH:14][c:15]([O:18][CH3:19])[cH:16][cH:17]3)[cH:7][cH:8]1.[CH3:20][O:21][c:22]1[cH:23][c:24]([CH2:32][CH2:33][C:34](=[O:35])[Cl:36])[cH:25][c:26]([O:30][CH3:31])[c:27]1[O:28][CH3:29].[CH3:45][CH2:46][O:47][C:48]([CH3:49])=[O:50].[Cl-:37].[Cl-:39].[Cl-:40].[Cl:42][CH2:43][Cl:44].[OH2:41]>>[CH3:1][O:2][c:3]1[cH:4][cH:5][c:6](-[c:9]2[c:10]([C:34]([CH2:33][CH2:32][c:24]3[cH:23][c:22]([O:21][CH3:20])[c:27]([O:28][CH3:29])[c:26]([O:30][CH3:31])[cH:25]3)=[O:35])[c:11]3[c:12]([s:13]2)[cH:14][c:15]([O:18][CH3:19])[cH:16][cH:17]3)[cH:7][cH:8]1.